From a dataset of the Open Reaction Database (ORD), a public repository of structured organic reaction records. describe an organic reaction: reactants, conditions, products, and yield Product: COC([C@H](CO)NC(=O)C1=CC=C2CN(C3=C(CN21)C=CC=C3)C(C3=CC(=C(C=C3)C3=CCCCC3)C)=O)=O ((2S)-2-{[10-(4-Cyclohex-1-en-1-yl-3-methyl-benzoyl)-10,11-dihydro-5H-pyrrolo[2,1-c][1,4]benzodiazepine-3-carbonyl]-amino}-3-hydroxy-propionic acid methyl ester). Reactants: C(C)(C)N(C(C)C)CC (N,N-diisopropylethylamine), C1(=CCCCC1)C1=C(C=C(C(=O)N2CC=3N(CC4=C2C=CC=C4)C(=CC3)C(=O)O)C=C1)C (10-(4-Cyclohex-1-en-1-yl-3-methyl-benzoyl)-10,11-dihydro-5H-pyrrolo[2,1-c][1,4]benzodiazepine-3-carboxylic acid), Cl.C(C)N=C=N (3-ethylcarbodiimide hydrochloride), Cl.COC([C@@H](N)CO)=O (L-serine methyl ester hydrochloride), ON1N=NC2=C1C=CC=C2 (1-hydroxy benzotriazole). Yield: 89.0%. Procedure: 10-(4-Cyclohex-1-en-1-yl-3-methyl-benzoyl)-10,11-dihydro-5H-pyrrolo[2,1-c][1,4]benzodiazepine-3-carboxylic acid of Example 5, Step E (0.300 g, 0.703 mmol), L-serine methyl ester hydrochloride (0.131 g, 0.844 mmol), 1-hydroxy benzotriazole (0.104 g, 0.773 mmol) and 1-[3-dimethylamino)propyl]-3-ethylcarbodiimide hydrochloride (0.148 g, 0.773 mmol) were combined in amine-free N,N-dimethylformamide (2.8 mL), followed by addition of N,N-diisopropylethylamine (0.307 mL, 1.76 mmol). The reaction was st... Run at time 12 hour. RXN SMILES: [C:1]1([C:7]2[CH:31]=[CH:30][C:10]([C:11]([N:13]3[C:19]4[CH:20]=[CH:21][CH:22]=[CH:23][C:18]=4[CH2:17][N:16]4[C:24]([C:27](O)=[O:28])=[CH:25][CH:26]=[C:15]4[CH2:14]3)=[O:12])=[CH:9][C:8]=2[CH3:32])[CH2:6][CH2:5][CH2:4][CH2:3][CH:2]=1.Cl.[CH3:34][O:35][C:36](=[O:41])[C@H:37]([CH2:39][OH:40])[NH2:38].ON1C2C=CC=CC=2N=N1.Cl.C(N=C=N)C.C(N(CC)C(C)C)(C)C>C(OCC)(=O)C>[CH3:34][O:35][C:36](=[O:41])[C@@H:37]([NH:38][C:27]([C:24]1[N:16]2[C:15]([CH2:14][N:13]([C:11](=[O:12])[C:10]3[CH:30]=[CH:31][C:7]([C:1]4[CH2:6][CH2:5][CH2:4][CH2:3][CH:2]=4)=[C:8]([CH3:32])[CH:9]=3)[C:19]3[CH:18]=[CH:23][CH:22]=[CH:21][C:20]=3[CH2:17]2)=[CH:26][CH:25]=1)=[O:28])[CH2:39][OH:40] |f:1.2,4.5|. Run in C(C)(=O)OCC (ethyl acetate), amine.